Dataset: the Open Reaction Database (ORD), a public repository of structured organic reaction records. Task: describe an organic reaction: reactants, conditions, products, and yield The reactants are FC=1C=C(C=C(C1)OC)CC#N (2-(3-fluoro-5-methoxyphenyl)acetonitrile), [OH-].[Na+] (NaOH), CO.O (MeOH H2O), Cl (HCl). Conditions: temperature 65 celsius, time 4 hour. Yields the product FC=1C=C(C=C(C1)OC)CC(=O)O (2-(3-fluoro-5-methoxyphenyl)acetic acid). RXN SMILES: [F:1][C:2]1[CH:3]=[C:4]([CH2:10][C:11]#N)[CH:5]=[C:6]([O:8][CH3:9])[CH:7]=1.[OH-:13].[Na+].Cl.C[OH:17].O>>[F:1][C:2]1[CH:3]=[C:4]([CH2:10][C:11]([OH:17])=[O:13])[CH:5]=[C:6]([O:8][CH3:9])[CH:7]=1 |f:1.2,4.5|. Reported procedure: To a solution of 2-(3-fluoro-5-methoxyphenyl)acetonitrile (2.62 g, 16 mmol) in MeOH:H2O (1:1; 15 mL), NaOH (1.28 g, 32 mmol) was added. Then the mixture was stirred at 65° C. for 4 h. The mixture was cooled to room temperature, and 4M aqueous HCl solution was added until the pH was adjusted to 4˜5. The mixture was filtered and the solid obtained was washed with H2O (2×5 mL) to give 2.33 g of 2-(3-fluoro-5-methoxyphenyl)acetic acid. 1H NMR (CDCl3): δ 6.52-6.62 (m, 3H), 3.78 (s, 3H), 3.59 (s, 2H). Reaction SMILES: [CH2:27]([N:28]=[C:29]=[N:30][CH2:31][CH2:32][CH2:33][N:34]([CH3:35])[CH3:36])[CH3:37].[CH3:22][C:23]([CH3:24])([CH3:25])[OH:26].[CH3:42][N:43]([CH3:44])[c:45]1[cH:46][cH:47][n:48][cH:49][cH:50]1.[Cl:39][CH2:40][Cl:41].[OH2:38].[OH:1][PH:2](=[O:3])[CH2:4][CH:5]([C:6](=[O:7])[O:8][C:9]([CH3:10])([CH3:11])[CH3:12])[CH2:13][CH2:14][C:15](=[O:16])[O:17][C:18]([CH3:19])([CH3:20])[CH3:21]>>[O:1]=[PH:2]([O:3][C:23]([CH3:22])([CH3:24])[CH3:25])[CH2:4][CH:5]([C:6](=[O:7])[O:8][C:9]([CH3:10])([CH3:11])[CH3:12])[CH2:13][CH2:14][C:15](=[O:16])[O:17][C:18]([CH3:19])([CH3:20])[CH3:21]. Starting materials: CCN=C=NCCCN(C)C, CC(C)(C)O, CN(C)c1ccncc1, ClCCl, O, CC(C)(C)OC(=O)CCC(C[PH](=O)O)C(=O)OC(C)(C)C. Yields the product CC(C)(C)OC(=O)CCC(C[PH](=O)OC(C)(C)C)C(=O)OC(C)(C)C. Reactants: [N+](=O)([O-])[O-].[Na+] (sodium nitrate), C(C)(=O)OCC (ethyl acetate), CC=1C=C(C=C(C1)C)O (3,5-dimethylphenol), Cl (HCl). Run in hexanes, O (water), CCOCC (ether). The product is CC=1C=C(C=C(C1[N+](=O)[O-])C)O (3,5-dimethyl-4-nitro-phenol). The yield is 30.0%. Reaction SMILES: [CH3:1][C:2]1[CH:3]=[C:4]([OH:9])[CH:5]=[C:6]([CH3:8])[CH:7]=1.[N+:10]([O-])([O-:12])=[O:11].[Na+].Cl.C(OCC)(=O)C>O.CCOCC>[CH3:1][C:2]1[CH:3]=[C:4]([OH:9])[CH:5]=[C:6]([CH3:8])[C:7]=1[N+:10]([O-:12])=[O:11] |f:1.2|. Procedure details: Under a nitrogen atmosphere, 3,5-dimethylphenol (40.9 mmoles) was dissolved in 40 mL water and 40 mL ether. To this was added 1.5 equivalents (61.4 mmoles) of sodium nitrate (NaNO3). The reaction was cooled in an ice bath and 50 mL concentrated HCl was slowly added to the reaction. The reaction was warmed to room temperature and followed by TLC (ethyl acetate:hexanes, 1:1) until the reaction was complete (0.5 hour). The reaction was extracted into ether (×3), washed with saturated NaHCO3, satura... Starting materials: OCc1cccc(Oc2ccccc2)c1, N#CN1Cc2ccccc2-c2ccccc2C1. Product: N=C(OCc1cccc(Oc2ccccc2)c1)N1Cc2ccccc2-c2ccccc2C1. As a reaction SMILES: [O:18]([c:19]1[cH:20][cH:21][cH:22][cH:23][cH:24]1)[c:25]1[cH:26][c:27]([CH2:28][OH:29])[cH:30][cH:31][cH:32]1.[cH:1]1[cH:2][cH:3][cH:4][c:5]2[c:11]1-[c:10]1[c:9]([cH:15][cH:14][cH:13][cH:12]1)[CH2:8][N:7]([C:16]#[N:17])[CH2:6]2>>[cH:1]1[cH:2][cH:3][cH:4][c:5]2[c:11]1-[c:10]1[c:9]([cH:15][cH:14][cH:13][cH:12]1)[CH2:8][N:7]([C:16](=[NH:17])[O:29][CH2:28][c:27]1[cH:26][c:25]([O:18][c:19]3[cH:20][cH:21][cH:22][cH:23][cH:24]3)[cH:32][cH:31][cH:30]1)[CH2:6]2. The reactants are CCOP(=O)(Cc1ccc(Nc2ncc(C(F)(F)F)c(Cl)n2)c(OC)c1)OCC, CN(C)C(=O)c1cc(C2CCC(O)CC2)ccc1N. Product: CCOP(=O)(Cc1ccc(Nc2ncc(C(F)(F)F)c(Nc3ccc(C4CCC(O)CC4)cc3C(=O)N(C)C)n2)c(OC)c1)OCC. Reaction SMILES: [Cl:1][c:2]1[n:3][c:4]([NH:12][c:13]2[c:14]([O:28][CH3:29])[cH:15][c:16]([CH2:17][P:18]([O:19][CH2:20][CH3:21])([O:22][CH2:23][CH3:24])=[O:25])[cH:26][cH:27]2)[n:5][cH:6][c:7]1[C:8]([F:9])([F:10])[F:11].[NH2:30][c:31]1[c:32]([C:33](=[O:34])[N:35]([CH3:36])[CH3:37])[cH:38][c:39]([CH:42]2[CH2:43][CH2:44][CH:45]([OH:48])[CH2:46][CH2:47]2)[cH:40][cH:41]1>>[c:2]1([NH:30][c:31]2[c:32]([C:33](=[O:34])[N:35]([CH3:36])[CH3:37])[cH:38][c:39]([CH:42]3[CH2:43][CH2:44][CH:45]([OH:48])[CH2:46][CH2:47]3)[cH:40][cH:41]2)[n:3][c:4]([NH:12][c:13]2[c:14]([O:28][CH3:29])[cH:15][c:16]([CH2:17][P:18]([O:19][CH2:20][CH3:21])([O:22][CH2:23][CH3:24])=[O:25])[cH:26][cH:27]2)[n:5][cH:6][c:7]1[C:8]([F:9])([F:10])[F:11]. As a reaction SMILES: [Br-:26].[Br-:27].[Br-:28].[CH2:1]([c:2]1[cH:3][cH:4][cH:5][cH:6][cH:7]1)[O:8][c:9]1[cH:10][c:11]([C:23]([CH3:24])=[O:25])[cH:12][c:13]([O:15][CH2:16][c:17]2[cH:18][cH:19][cH:20][cH:21][cH:22]2)[cH:14]1.[CH2:29]([N+:30]([CH2:31][CH2:32][CH2:33][CH3:34])([CH2:35][CH2:36][CH2:37][CH3:38])[CH2:39][CH2:40][CH2:41][CH3:42])[CH2:43][CH2:44][CH3:45].[CH2:46]([N+:47]([CH2:48][CH2:49][CH2:50][CH3:51])([CH2:52][CH2:53][CH2:54][CH3:55])[CH2:56][CH2:57][CH2:58][CH3:59])[CH2:60][CH2:61][CH3:62].[CH2:63]([N+:64]([CH2:65][CH2:66][CH2:67][CH3:68])([CH2:69][CH2:70][CH2:71][CH3:72])[CH2:73][CH2:74][CH2:75][CH3:76])[CH2:77][CH2:78][CH3:79].[CH3:85][OH:86].[O:80]1[CH2:81][CH2:82][CH2:83][CH2:84]1>>[CH2:1]([c:2]1[cH:3][cH:4][cH:5][cH:6][cH:7]1)[O:8][c:9]1[cH:10][c:11]([C:23]([CH2:24][Br:26])=[O:25])[cH:12][c:13]([O:15][CH2:16][c:17]2[cH:18][cH:19][cH:20][cH:21][cH:22]2)[cH:14]1. The product is O=C(CBr)c1cc(OCc2ccccc2)cc(OCc2ccccc2)c1. Reactants: [Br-], [Br-], [Br-], CC(=O)c1cc(OCc2ccccc2)cc(OCc2ccccc2)c1, CCCC[N+](CCCC)(CCCC)CCCC, CCCC[N+](CCCC)(CCCC)CCCC, CCCC[N+](CCCC)(CCCC)CCCC, CO, C1CCOC1. The reactants are Clc1cccc(NCCBr)c1, Br, Cc1ccc(N)cc1, Cc1ccccc1, [Na+], [Na+], O=C([O-])[O-]. Yields the product Cc1ccc(NCCNc2cccc(Cl)c2)cc1. As a reaction SMILES: [Br:2][CH2:3][CH2:4][NH:5][c:6]1[cH:7][c:8]([Cl:12])[cH:9][cH:10][cH:11]1.[BrH:1].[CH3:13][c:14]1[cH:15][cH:16][c:17]([NH2:18])[cH:19][cH:20]1.[CH3:27][c:28]1[cH:29][cH:30][cH:31][cH:32][cH:33]1.[Na+:21].[Na+:22].[O-:23][C:24](=[O:25])[O-:26]>>[CH2:3]([CH2:4][NH:5][c:6]1[cH:7][c:8]([Cl:12])[cH:9][cH:10][cH:11]1)[NH:18][c:17]1[cH:16][cH:15][c:14]([CH3:13])[cH:20][cH:19]1. Starting materials: Fc1ccc(Br)c(CBr)c1CBr, O=C([O-])O, CC#N, [K+], NCc1ccccc1. The product is Fc1ccc(Br)c2c1CN(Cc1ccccc1)C2. Reaction SMILES: [Br:1][c:2]1[c:3]([CH2:11][Br:12])[c:4]([CH2:9][Br:10])[c:5]([F:8])[cH:6][cH:7]1.[C:13](=[O:14])([O-:15])[OH:16].[CH3:26][C:27]#[N:28].[K+:17].[NH2:18][CH2:19][c:20]1[cH:21][cH:22][cH:23][cH:24][cH:25]1>>[Br:1][c:2]1[c:3]2[c:4]([c:5]([F:8])[cH:6][cH:7]1)[CH2:9][N:18]([CH2:19][c:20]1[cH:21][cH:22][cH:23][cH:24][cH:25]1)[CH2:11]2.